From a dataset of the Open Reaction Database (ORD), a public repository of structured organic reaction records. describe an organic reaction: reactants, conditions, products, and yield Starting materials: OCC=Cc1cccc(Br)c1, O=C(OO)c1cccc(Cl)c1, ClCCl. RXN SMILES: [Br:12][c:13]1[cH:14][c:15]([CH:19]=[CH:20][CH2:21][OH:22])[cH:16][cH:17][cH:18]1.[Cl:1][c:2]1[cH:3][cH:4][cH:5][c:6]([C:7]([O:8][OH:10])=[O:9])[cH:11]1.[Cl:23][CH2:24][Cl:25]>>[O:9]1[CH:19]([c:15]2[cH:14][c:13]([Br:12])[cH:18][cH:17][cH:16]2)[CH:20]1[CH2:21][OH:22]. The product is OCC1OC1c1cccc(Br)c1.